This data is from the Open Reaction Database (ORD), a public repository of structured organic reaction records. The task is: describe an organic reaction: reactants, conditions, products, and yield The reactants are C(C)OC(C1=C(N=C(C=C1Cl)C1=C(C=CC=C1CC)CC)C)=O (4-chloro-6-(2,6-diethyl-phenyl)-2-methyl-nicotinic acid ethyl ester), C[S-].[Na+] (sodium thiomethoxide), O (water). The solvent is CN(C)C=O (DMF). Conditions: temperature 70 celsius. Yields the product C(C)OC(C1=C(N=C(C=C1SC)C1=C(C=CC=C1CC)CC)C)=O (6-(2,6-diethyl-phenyl)-2-methyl-4-methylsulfanyl-nicotinic acid ethyl ester). RXN SMILES: [CH2:1]([O:3][C:4](=[O:23])[C:5]1[C:10](Cl)=[CH:9][C:8]([C:12]2[C:17]([CH2:18][CH3:19])=[CH:16][CH:15]=[CH:14][C:13]=2[CH2:20][CH3:21])=[N:7][C:6]=1[CH3:22])[CH3:2].[CH3:24][S-:25].[Na+].O>CN(C=O)C>[CH2:1]([O:3][C:4](=[O:23])[C:5]1[C:10]([S:25][CH3:24])=[CH:9][C:8]([C:12]2[C:17]([CH2:18][CH3:19])=[CH:16][CH:15]=[CH:14][C:13]=2[CH2:20][CH3:21])=[N:7][C:6]=1[CH3:22])[CH3:2] |f:1.2|. Reported procedure: A mixture of 4-chloro-6-(2,6-diethyl-phenyl)-2-methyl-nicotinic acid ethyl ester (200 mg, 0.60 mmol) and sodium thiomethoxide (126 mg, 1.80 mmol) in DMF (5 mL) is heated at 70° C. overnight. After cooling, water (20 mL) is added and the resulting mixture is extracted with EtOAc. The combined extracts are washed with brine, dried over sodium sulfate and concentrated. The residue is chromatographed on silica gel to give 6-(2,6-diethyl-phenyl)-2-methyl-4-methylsulfanyl-nicotinic acid ethyl ester. Starting materials: ClC1=NC=C(C=C1)CCl (2-chloro-5-(chloromethyl)pyridine), CC1NC1 (2-methyl-aziridine), C([O-])([O-])=O.[K+].[K+] (potassium carbonate). Solvent: C(C)#N (acetonitrile). Conditions: temperature 60 celsius. Product: ClC1=NC=C(C=C1)CN1C(C1)C (2-Chloro-5-(2-methyl-aziridin-1-ylmethyl)-pyridine). Yield: 16.7%. As a reaction SMILES: [Cl:1][C:2]1[CH:7]=[CH:6][C:5]([CH2:8]Cl)=[CH:4][N:3]=1.[CH3:10][CH:11]1[CH2:13][NH:12]1.C(=O)([O-])[O-].[K+].[K+]>C(#N)C>[Cl:1][C:2]1[CH:7]=[CH:6][C:5]([CH2:8][N:12]2[CH2:13][CH:11]2[CH3:10])=[CH:4][N:3]=1 |f:2.3.4|. Procedure details: To a solution of 2-chloro-5-(chloromethyl)pyridine (352 mg, 2.17 mmole) in 4 mL of dry acetonitrile is 0.4 mL (4.34 mmol) of 2-methyl-aziridine followed by 300 mg (2.17 mmol) of potassium carbonate. The reaction is heated at 60° C. for 20 h. After cooling, the reaction mixture is quenched with 5 mL of water, extracted three-times with methylene chloride, and dried over sodium sulfate. Concentration of the solvent provided an oil which was purified by silica gel chromatography to provide 66 mg (1... Starting materials: CN1CCN(CC1)C1=CC=C(C=C1)N (4-(4-methylpiperazin-1-yl)benzenamine), C([O-])([O-])=O.[K+].[K+] (potassium carbonate), CN(C=O)C (N,N-dimethylformamide), ClC1=NC=CC=C1C1=NC(=NC=C1)S(=O)(=O)C (4-(2-chloropyridin-3-yl)-2-(methylsulfonyl)pyrimidine). The solvent is O (water). Run at temperature 70 celsius. Product: ClC1=NC=CC=C1C1=NC(=NC=C1)NC1=CC=C(C=C1)N1CCN(CC1)C (4-(2-chloropyridin-3-yl)-N-(4-(4-methylpiperazin-1-yl)phenyl)pyrimidin-2-amine). RXN SMILES: [CH3:1][N:2]1[CH2:7][CH2:6][N:5]([C:8]2[CH:13]=[CH:12][C:11]([NH2:14])=[CH:10][CH:9]=2)[CH2:4][CH2:3]1.C(=O)([O-])[O-].[K+].[K+].CN(C)C=O.[Cl:26][C:27]1[C:32]([C:33]2[CH:38]=[CH:37][N:36]=[C:35](S(C)(=O)=O)[N:34]=2)=[CH:31][CH:30]=[CH:29][N:28]=1>O>[Cl:26][C:27]1[C:32]([C:33]2[CH:38]=[CH:37][N:36]=[C:35]([NH:14][C:11]3[CH:12]=[CH:13][C:8]([N:5]4[CH2:4][CH2:3][N:2]([CH3:1])[CH2:7][CH2:6]4)=[CH:9][CH:10]=3)[N:34]=2)=[CH:31][CH:30]=[CH:29][N:28]=1 |f:1.2.3|. Reported procedure: In a 48 mL sealed pressure vessel, was added 4-(4-methylpiperazin-1-yl)benzenamine (0.851 g, 4.45 mmol), potassium carbonate (1.03 g, 7.42 mmol), N,N-dimethylformamide (10 mL) and 4-(2-chloropyridin-3-yl)-2-(methylsulfonyl)pyrimidine (Step 1, 1.0 g). the vessel was heated to 70° C. for 22 hours, cooled to room temperature, diluted with water, extracted into ethyl acetate, washed 1× with water and 1× with NaCl solution. The organics were dried over magnesium sulfate, filtered through fritted Buch... The reactants are CC1C(Nc2cn[nH]c(=O)c2Br)CC2CC1C2(C)C, CCOC(=O)CCBr, O=C([O-])[O-], CN(C)C=O, [Cl-], [K+], [K+], [NH4+]. The product is CCOC(=O)CCn1ncc(NC2CC3CC(C2C)C3(C)C)c(Br)c1=O. As a reaction SMILES: [Br:1][c:2]1[c:3](=[O:19])[nH:4][n:5][cH:6][c:7]1[NH:8][CH:9]1[CH:10]([CH3:18])[CH:11]2[C:12]([CH3:16])([CH3:17])[CH:13]([CH2:14]1)[CH2:15]2.[Br:20][CH2:21][CH2:22][C:23](=[O:24])[O:25][CH2:26][CH3:27].[C:28](=[O:29])([O-:30])[O-:31].[CH3:36][N:37]([CH3:38])[CH:39]=[O:40].[Cl-:34].[K+:32].[K+:33].[NH4+:35]>>[Br:1][c:2]1[c:3](=[O:19])[n:4]([CH2:21][CH2:22][C:23](=[O:24])[O:25][CH2:26][CH3:27])[n:5][cH:6][c:7]1[NH:8][CH:9]1[CH:10]([CH3:18])[CH:11]2[C:12]([CH3:16])([CH3:17])[CH:13]([CH2:14]1)[CH2:15]2. Reactants: C(C1=CC=CC=C1)ON1[C@@H]2CC[C@H](N(C1=O)C2)C(=O)O ((2S,5R)-6-(Benzyloxy)-7-oxo-1,6-diazabicyclo[3.2.1]octane-2-carboxylic acid), NO[C@@H]1CN(CC1)C(=O)OC(C)(C)C ((S)-tert-butyl 3-(aminooxy)pyrrolidine-1-carboxylate). The product is C(C1=CC=CC=C1)ON1[C@@H]2CC[C@H](N(C1=O)C2)C(=O)NO[C@@H]2CN(CC2)C(=O)OC(C)(C)C (tert-Butyl(3S)-3-[({[(2S,5R)-6-benzyloxy-7-oxo-1,6-diazabicyclo[3.2.1]oct-2-yl]carbonyl}amino)oxy]pyrrolidine-1-carboxylate). The yield is 99.9%. Reaction SMILES: [CH2:1]([O:8][N:9]1[C:15](=[O:16])[N:14]2[CH2:17][C@H:10]1[CH2:11][CH2:12][C@H:13]2[C:18]([OH:20])=O)[C:2]1[CH:7]=[CH:6][CH:5]=[CH:4][CH:3]=1.[NH2:21][O:22][C@H:23]1[CH2:27][CH2:26][N:25]([C:28]([O:30][C:31]([CH3:34])([CH3:33])[CH3:32])=[O:29])[CH2:24]1>>[CH2:1]([O:8][N:9]1[C:15](=[O:16])[N:14]2[CH2:17][C@H:10]1[CH2:11][CH2:12][C@H:13]2[C:18]([NH:21][O:22][C@H:23]1[CH2:27][CH2:26][N:25]([C:28]([O:30][C:31]([CH3:34])([CH3:33])[CH3:32])=[O:29])[CH2:24]1)=[O:20])[C:2]1[CH:3]=[CH:4][CH:5]=[CH:6][CH:7]=1. Procedure: Following a procedure analogous to Example 27, from the carboxylic acid (6b, 553 mg, 2.00 mmol) of Example 9 or 16 and (S)-tert-butyl 3-(aminooxy)pyrrolidine-1-carboxylate (606 mg) described in Reference Example 24, 920.4 mg of the title compound was afforded (quantitative).